Dataset: the Open Reaction Database (ORD), a public repository of structured organic reaction records. Task: describe an organic reaction: reactants, conditions, products, and yield Isolated yield 88.0%. Run in C(C)O (ethanol), O (water). Reactants: FC1=CC=C(C=C1)[N+](=O)[O-] (4-fluoronitrobenzene), N[C@@H](CCCCN)C(=O)O (L-lysine), [OH-].[Na+] (sodium hydroxide), C([O-])(O)=O.[Na+] (sodium bicarbonate). Yields the product [N+](=O)([O-])C1=CC=C(C=C1)NC(C(=O)O)CCCCNC1=CC=C(C=C1)[N+](=O)[O-] (2,6-bis[(4-nitrophenyl)amino]hexanoic acid). Reaction SMILES: [NH2:1][C@H:2]([C:8]([OH:10])=[O:9])[CH2:3][CH2:4][CH2:5][CH2:6][NH2:7].[OH-:11].[Na+].C(=O)(O)[O-].[Na+].F[C:19]1[CH:24]=[CH:23][C:22]([N+:25]([O-:27])=[O:26])=[CH:21][CH:20]=1>O.C(O)C>[N+:25]([C:22]1[CH:23]=[CH:24][C:19]([NH:1][CH:2]([CH2:3][CH2:4][CH2:5][CH2:6][NH:7][C:19]2[CH:24]=[CH:23][C:22]([N+:25]([O-:26])=[O:11])=[CH:21][CH:20]=2)[C:8]([OH:10])=[O:9])=[CH:20][CH:21]=1)([O-:27])=[O:26] |f:1.2,3.4|. Procedure details: 5 g (34.2 mmol) of L-lysine are dissolved in 100 ml of water in the presence of 1.4 g (1 eq.) of sodium hydroxide and 8.6 g (3 eq.) of sodium bicarbonate, in a 250 ml three-necked flask equipped with a condenser and a thermometer. A solution of 10.8 ml (3 eq.) of 4-fluoronitrobenzene in 60 ml of ethanol is poured onto the mixture, which is brought to reflux (85°-90° C.) for 5 days. The cooled mixture is extracted with ethyl ether. The aqueous phase is acidified to pH ˜3 with 5 N hydrochloric aci... The reactants are [Si](C1=CC=CC=C1)(C1=CC=CC=C1)(C(C)(C)C)OCC1=C(C(=C2C(=N1)C(=NO2)C(=O)OCC)Cl)N2C[C@H](O[C@H](C2)C)C (ethyl 5-((tert-butyldiphenylsilyloxy)methyl)-7-chloro-6-((2R,6S)-2,6-dimethylmorpholino)isoxazolo[4,5-b]pyridine-3-carboxylate), [Si](C1=CC=CC=C1)(C1=CC=CC=C1)(C(C)(C)C)OCC1=C(C(=C2C(=N1)C(=NO2)C(=O)OCC)Cl)N2C[C@H](O[C@H](C2)C)C (ethyl 5-((tert-butyldiphenylsilyloxy)methyl)-7-chloro-6-((2R,6S)-2,6-dimethylmorpholino)isoxazolo[4,5-b]pyridine-3-carboxylate), NCC1=CC=C(C#N)C=C1 (4-(aminomethyl)benzonitrile). Yields the product [Si](C1=CC=CC=C1)(C1=CC=CC=C1)(C(C)(C)C)OCC1=C(C(=C2C(=N1)C(=NO2)C(=O)NCC2=CC=C(C=C2)C#N)Cl)N2C[C@H](O[C@H](C2)C)C (5-((tert-Butyldiphenylsilyloxy)methyl)-7-chloro-N-(4-cyanobenzyl)-6-((2R,6S)-2,6-dimethylmorpholino)isoxazolo[4,5-b]pyridine-3-carboxamide). RXN SMILES: [Si:1]([O:18][CH2:19][C:20]1[N:25]=[C:24]2[C:26]([C:29]([O:31]CC)=O)=[N:27][O:28][C:23]2=[C:22]([Cl:34])[C:21]=1[N:35]1[CH2:40][C@H:39]([CH3:41])[O:38][C@H:37]([CH3:42])[CH2:36]1)([C:14]([CH3:17])([CH3:16])[CH3:15])([C:8]1[CH:13]=[CH:12][CH:11]=[CH:10][CH:9]=1)[C:2]1[CH:7]=[CH:6][CH:5]=[CH:4][CH:3]=1.[NH2:43][CH2:44][C:45]1[CH:52]=[CH:51][C:48]([C:49]#[N:50])=[CH:47][CH:46]=1>>[Si:1]([O:18][CH2:19][C:20]1[N:25]=[C:24]2[C:26]([C:29]([NH:50][CH2:49][C:48]3[CH:51]=[CH:52][C:45]([C:44]#[N:43])=[CH:46][CH:47]=3)=[O:31])=[N:27][O:28][C:23]2=[C:22]([Cl:34])[C:21]=1[N:35]1[CH2:40][C@H:39]([CH3:41])[O:38][C@H:37]([CH3:42])[CH2:36]1)([C:14]([CH3:17])([CH3:16])[CH3:15])([C:2]1[CH:7]=[CH:6][CH:5]=[CH:4][CH:3]=1)[C:8]1[CH:9]=[CH:10][CH:11]=[CH:12][CH:13]=1. Reported procedure: Starting material: ethyl 5-((tert-butyldiphenylsilyloxy)methyl)-7-chloro-6-((2R,6S)-2,6-dimethylmorpholino)isoxazolo[4,5-b]pyridine-3-carboxylate (Intermediate 211) and 4-(aminomethyl)benzonitrile. The product is COc1cc(C2CCN(CCS(C)(=O)=O)CC2)ccc1N. RXN SMILES: [CH3:1][O:2][c:3]1[c:4]([NH2:5])[cH:6][cH:7][c:8]([CH:10]2[CH2:11][CH2:12][NH:13][CH2:14][CH2:15]2)[cH:9]1.[CH:16](=[CH2:17])[S:18](=[O:19])(=[O:20])[CH3:21].[Cl:22][CH2:23][Cl:24]>>[CH3:1][O:2][c:3]1[c:4]([NH2:5])[cH:6][cH:7][c:8]([CH:10]2[CH2:11][CH2:12][N:13]([CH2:17][CH2:16][S:18](=[O:19])(=[O:20])[CH3:21])[CH2:14][CH2:15]2)[cH:9]1. Reactants: COc1cc(C2CCNCC2)ccc1N, C=CS(C)(=O)=O, ClCCl. The reactants are C(#N)C(C)(C)C=1C=C(C(=O)NC2=CC(=CC=C2)OC2=CC=C(C=C2)[N+](=O)[O-])C=CC1 (3-(1-cyano-1-methylethyl)-N-[3-(4-nitrophenoxy)phenyl]benzamide). Reagents/catalysts: [C].[Pd] (palladium-carbon). Solvent: O1CCCC1 (tetrahydrofuran), CO (methanol). Run at time 14 hour. Yields the product NC1=CC=C(OC=2C=C(C=CC2)NC(C2=CC(=CC=C2)C(C)(C)C#N)=O)C=C1 (N-[3-(4-aminophenoxy)phenyl]-3-(1-cyano-1-methylethyl)benzamide). The yield is 97.8%. As a reaction SMILES: [C:1]([C:3]([C:6]1[CH:7]=[C:8]([CH:28]=[CH:29][CH:30]=1)[C:9]([NH:11][C:12]1[CH:17]=[CH:16][CH:15]=[C:14]([O:18][C:19]2[CH:24]=[CH:23][C:22]([N+:25]([O-])=O)=[CH:21][CH:20]=2)[CH:13]=1)=[O:10])([CH3:5])[CH3:4])#[N:2]>O1CCCC1.CO.[C].[Pd]>[NH2:25][C:22]1[CH:23]=[CH:24][C:19]([O:18][C:14]2[CH:13]=[C:12]([NH:11][C:9](=[O:10])[C:8]3[CH:28]=[CH:29][CH:30]=[C:6]([C:3]([C:1]#[N:2])([CH3:5])[CH3:4])[CH:7]=3)[CH:17]=[CH:16][CH:15]=2)=[CH:20][CH:21]=1 |f:3.4|. Procedure details: To a solution of 3-(1-cyano-1-methylethyl)-N-[3-(4-nitrophenoxy)phenyl]benzamide (8.10 g, 20.2 mmol) in tetrahydrofuran (50 mL) and methanol (50 mL) was added 10% palladium-carbon (555 mg), and the mixture was stirred under a hydrogen atmosphere (2.5 atm) at room temperature for 14 hr. The insoluble material was filtered off, and the filtrate was concentrated under reduced pressure to give the title compound (7.34 g, 98%) as a pale-gray amorphous substance. The obtained compound was used in the ... Starting materials: FC1=C(C=C(OC2=NC=CC3=C(C=CC=C23)[N+](=O)[O-])C=C1)C(F)(F)F (1-(4-fluoro-3-(trifluoromethyl)phenoxy)-5-nitroisoquinoline), [NH4+].[Cl-] (NH4Cl). The reagents and catalysts are [Fe] (iron). Solvent: O (water), CCO (EtOH). Product: FC1=C(C=C(OC2=NC=CC=3C(=CC=CC23)N)C=C1)C(F)(F)F (1-(4-fluoro-3-(trifluoromethyl)phenoxy)isoquinolin-5-amine). The yield is 87.2%. As a reaction SMILES: [F:1][C:2]1[CH:21]=[CH:20][C:5]([O:6][C:7]2[C:16]3[C:11](=[C:12]([N+:17]([O-])=O)[CH:13]=[CH:14][CH:15]=3)[CH:10]=[CH:9][N:8]=2)=[CH:4][C:3]=1[C:22]([F:25])([F:24])[F:23].[NH4+].[Cl-]>CCO.O.[Fe]>[F:1][C:2]1[CH:21]=[CH:20][C:5]([O:6][C:7]2[C:16]3[CH:15]=[CH:14][CH:13]=[C:12]([NH2:17])[C:11]=3[CH:10]=[CH:9][N:8]=2)=[CH:4][C:3]=1[C:22]([F:25])([F:23])[F:24] |f:1.2|. Procedure details: The title compound was prepared following the procedure described in Step 3 of Intermediate-1 using 1-(4-fluoro-3-(trifluoromethyl)phenoxy)-5-nitroisoquinoline (830 mg, 2.35 mmol), iron powder (1.31 mg, 23.5 mmol), and NH4Cl (1.09 g, 18.8 mmol) in EtOH (8 mL) and water (2 mL) to afford 660 mg of the title product. 1H NMR (300 MHz, DMSO d6): δ 7.79 (d, J=6.0 Hz, 1H), 7.71-7.56 (m, 4H), 7.51 (d, J=8.1 Hz, 1H), 7.40 (t, J=8.1 Hz, 1H), 6.94 (d, J=7.2 Hz, 1H), 6.01 (s, 2H). Starting materials: CC(=O)O[BH-](OC(C)=O)OC(C)=O, CCOC(=O)c1ccc(N2CCN(CC3CC(C)(C)CCC3=O)CC2)cc1, CC(=O)[O-], NCC1C2CC3CC(C2)CC1C3, CC(Cl)Cl, Cl, [Na+], [Na+]. Product: CCOC(=O)c1ccc(N2CCN(CC3CC(C)(C)CCC3NCC3C4CC5CC(C4)CC3C5)CC2)cc1. As a reaction SMILES: [C:46]([O:47][BH-:48]([O:49][C:50](=[O:51])[CH3:52])[O:53][C:54](=[O:55])[CH3:56])(=[O:57])[CH3:58].[CH3:14][C:15]1([CH3:40])[CH2:16][CH2:17][C:18](=[O:39])[CH:19]([CH2:21][N:22]2[CH2:23][CH2:24][N:25]([c:28]3[cH:29][cH:30][c:31]([C:32](=[O:33])[O:34][CH2:35][CH3:36])[cH:37][cH:38]3)[CH2:26][CH2:27]2)[CH2:20]1.[CH3:42][C:43](=[O:44])[O-:45].[CH:2]12[CH:3]([CH2:12][NH2:13])[CH:4]3[CH2:5][CH:6]([CH2:7][CH:8]([CH2:9]1)[CH2:10]3)[CH2:11]2.[Cl:60][CH:61]([Cl:62])[CH3:63].[ClH:1].[Na+:41].[Na+:59]>>[CH:2]12[CH:3]([CH2:12][NH:13][CH:18]3[CH2:17][CH2:16][C:15]([CH3:14])([CH3:40])[CH2:20][CH:19]3[CH2:21][N:22]3[CH2:23][CH2:24][N:25]([c:28]4[cH:29][cH:30][c:31]([C:32](=[O:33])[O:34][CH2:35][CH3:36])[cH:37][cH:38]4)[CH2:26][CH2:27]3)[CH:4]3[CH2:5][CH:6]([CH2:7][CH:8]([CH2:9]1)[CH2:10]3)[CH2:11]2. The reactants are [OH-].[K+] (potassium hydroxide), COC=1C=C(C=CC1OC)C1=CNC2=NC=CC=C21 (3-(3,4-Dimethoxy-phenyl)-1H-pyrrolo-[2,3-b]pyridine), N1=CC=CC2=CC=CC(=C12)S(=O)(=O)Cl (8-quinoline-sulfonyl chloride). The reagents and catalysts are S(=O)(=O)(O)[O-].C(CCC)[N+](CCCC)(CCCC)CCCC (tetrabutylammonium hydrogen sulfate). The solvent is C(Cl)Cl (methylene chloride). Reaction conditions: time 10 minute. Yields the product COC=1C=C(C=CC1OC)C1=CN(C2=NC=CC=C21)S(=O)(=O)C=2C=CC=C1C=CC=NC21 (8-[3-(3,4-dimethoxy-phenyl)-pyrrolo[2,3-b]pyridine-1-sulfonyl]-quinoline). Yield: 16.0%. As a reaction SMILES: [CH3:1][O:2][C:3]1[CH:4]=[C:5]([C:11]2[C:19]3[C:14](=[N:15][CH:16]=[CH:17][CH:18]=3)[NH:13][CH:12]=2)[CH:6]=[CH:7][C:8]=1[O:9][CH3:10].[OH-].[K+].[N:22]1[C:31]2[C:26](=[CH:27][CH:28]=[CH:29][C:30]=2[S:32](Cl)(=[O:34])=[O:33])[CH:25]=[CH:24][CH:23]=1>C(Cl)Cl.S([O-])(O)(=O)=O.C([N+](CCCC)(CCCC)CCCC)CCC>[CH3:1][O:2][C:3]1[CH:4]=[C:5]([C:11]2[C:19]3[C:14](=[N:15][CH:16]=[CH:17][CH:18]=3)[N:13]([S:32]([C:30]3[CH:29]=[CH:28][CH:27]=[C:26]4[C:31]=3[N:22]=[CH:23][CH:24]=[CH:25]4)(=[O:33])=[O:34])[CH:12]=2)[CH:6]=[CH:7][C:8]=1[O:9][CH3:10] |f:1.2,5.6|. Procedure details: 3-(3,4-Dimethoxy-phenyl)-1H-pyrrolo-[2,3-b]pyridine, 1, (50 mg, 0.20 mmol) was dissolved in methylene chloride (4 mL). Aqueous potassium hydroxide (50% wt/vol, 300 μL) and tetrabutylammonium hydrogen sulfate (2 mg, 0.007 mmol) were added. The reaction mixture was stirred for 10 minutes at room temperature. Into the reaction was added 8-quinoline-sulfonyl chloride (48 mg, 0.21 mmol) and the reaction mixture was stirred for 2 hours at room temperature. The reaction mixture was concentrated and the...